describe an organic reaction: reactants, conditions, products, and yield From a dataset of the Open Reaction Database (ORD), a public repository of structured organic reaction records. Starting materials: CC(C)N, Cc1ccc(C)n1-c1ccccc1OCC1CO1, CC(C)O. Yields the product Cc1ccc(C)n1-c1ccccc1OCC(O)CNC(C)C. As a reaction SMILES: [CH3:19][CH:20]([CH3:21])[NH2:22].[CH3:1][c:2]1[n:3](-[c:8]2[c:9]([O:10][CH2:11][CH:12]3[CH2:13][O:14]3)[cH:15][cH:16][cH:17][cH:18]2)[c:4]([CH3:7])[cH:5][cH:6]1.[CH:23]([OH:24])([CH3:25])[CH3:26]>>[CH3:1][c:2]1[n:3](-[c:8]2[c:9]([O:10][CH2:11][CH:12]([CH2:13][NH:22][CH:20]([CH3:19])[CH3:21])[OH:14])[cH:15][cH:16][cH:17][cH:18]2)[c:4]([CH3:7])[cH:5][cH:6]1. Reactants: NC1=C(C2=C(S1)C=CC=C2)C(=O)OCC (ethyl 2-aminobenzo[b]thiophene-3-carboxylate), Cl (hydrochloric acid), ClC1=C(NC2=C(C3=C(S2)C=CC=C3)C(=O)OCC)C(=CC=C1Cl)[N+](=O)[O-] (ethyl 2-(2,3-dichloro-6-nitroanilino)benzo[b]thiophene-3-carboxylate), ClC1=C(C=CC(=C1Cl)Cl)[N+](=O)[O-] (2,3,4-trichloronitrobenzene), crude crystals, O.O.[Sn](Cl)Cl (tin(II) chloride-dihydrate). Solvent: CS(=O)C (dimethyl sulfoxide), C(C)O (ethanol). The product is NC1=CC=C(C(=C1NC1=C(C2=C(S1)C=CC=C2)C(=O)OCC)Cl)Cl (ethyl 2-(6-amino-2,3-dichloroanilino)benzo[b]thiophene-3-carboxylate). As a reaction SMILES: NC1SC2C=CC=CC=2C=1C(OCC)=O.ClC1C(Cl)=C(Cl)C=CC=1[N+]([O-])=O.[Cl:28][C:29]1[C:49]([Cl:50])=[CH:48][CH:47]=[C:46]([N+:51]([O-])=O)[C:30]=1[NH:31][C:32]1[S:36][C:35]2[CH:37]=[CH:38][CH:39]=[CH:40][C:34]=2[C:33]=1[C:41]([O:43][CH2:44][CH3:45])=[O:42].Cl.O.O.[Sn](Cl)Cl>C(O)C.CS(C)=O>[NH2:51][C:46]1[C:30]([NH:31][C:32]2[S:36][C:35]3[CH:37]=[CH:38][CH:39]=[CH:40][C:34]=3[C:33]=2[C:41]([O:43][CH2:44][CH3:45])=[O:42])=[C:29]([Cl:28])[C:49]([Cl:50])=[CH:48][CH:47]=1 |f:4.5.6|. Procedure: In the same manner as in Starting Material Synthesis Example 4 and using ethyl 2-aminobenzo[b]thiophene-3-carboxylate (6.6 g), 2,3,4-trichloronitrobenzene (7.0 g) and dimethyl sulfoxide (70 ml), crude crystals (12 g) of ethyl 2-(2,3-dichloro-6-nitroanilino)benzo[b]thiophene-3-carboxylate were obtained. Without purification, in the same manner as in Starting Material Synthesis Example 21 and using ethanol (40 ml), 18% hydrochloric acid (60 ml) and tin(II) chloride-dihydrate (24.6 g), ethyl 2-(6-a... Reactants: Cl.CNO (methylhydroxylamine HCl salt), C[O-].[Na+] (NaOMe), BrC=1C=C2\C(\CC(OC2=CC1)C1=CC=C(C=C1)OC(F)(F)F)=N\C#N ((E)-N-(6-bromo-2-(4-(trifluoromethoxy)phenyl)chroman-4-ylidene)cyanamide). The solvent is CO (MeOH). Run at time 10 minute. Yields the product crude product, BrC=1C=C2C(=CC1)OC(CC21N=C(N(O1)C)N)C1=CC=C(C=C1)OC(F)(F)F (6-bromo-2′-methyl-2-(4-(trifluoromethoxy)phenyl)-2′H-spiro[chroman-4,5′-[1,2,4]oxadiazol]-3′-amine). The yield is 21.4%. RXN SMILES: Cl.[CH3:2][NH:3][OH:4].[CH3:5][O-:6].[Na+].[Br:8][C:9]1[CH:10]=[C:11]2C(=[CH:17][CH:18]=1)O[CH:14]([C:19]1[CH:24]=[CH:23][C:22]([O:25][C:26]([F:29])([F:28])[F:27])=[CH:21][CH:20]=1)[CH2:13]/[C:12]/2=[N:30]\[C:31]#[N:32]>CO>[Br:8][C:9]1[CH:10]=[C:11]2[C:12]3([O:4][N:3]([CH3:2])[C:31]([NH2:32])=[N:30]3)[CH2:13][CH:14]([C:19]3[CH:20]=[CH:21][C:22]([O:25][C:26]([F:27])([F:28])[F:29])=[CH:23][CH:24]=3)[O:6][C:5]2=[CH:17][CH:18]=1 |f:0.1,2.3|. Procedure: To a solution of methylhydroxylamine HCl salt (110 mg, 1.317 mmol) in anhydrous MeOH (15 mL) was added NaOMe (25 w % in MeOH, 0.23 mL, 1.02 mmol), followed by (E)-N-(6-bromo-2-(4-(trifluoromethoxy)phenyl)chroman-4-ylidene)cyanamide (540 mg, 1.32 mmol). After stirring for 10 min, the solvent was removed in vacuo. The residue was redissolved in DCM (20 mL). The mixture was filtered and the solvent was removed in vacuo, which was purified by preparative TLC to give 50 mg crude product of 6-bromo-2′... Reactants: S(=O)(=O)(OC)OC (dimethyl sulfate), [N+](=O)([O-])C1=CC=C(C(=O)O)C=C1 (4-nitrobenzoic acid), COC(=C(C#N)C#N)C1=CC=C(C=C1)[N+](=O)[O-] (2-(methoxy(4-nitrophenyl)methylene) malononitrile), CNN (monomethylhydrazine), Cl (HCl), [Cl-] (chloride), [H-].[Na+] (NaH), oil, C(=O)(O)[O-].[Na+] (NaHCO3). Solvent: ClCCl (dichloromethane), CN(C)C=O (DMF), [Cl-].[Na+].O (brine), C1CCOC1 (THF), [Cl-].[Na+].O (brine), C1CCOC1 (THF). Reaction conditions: time 2 hour. The product is NC1=C(C(=NN1C)C1=CC=C(C=C1)[N+](=O)[O-])C#N (5-amino-1-methyl-3-(4-nitrophenyl)-1H-pyrazole-4-carbonitrile). Reaction SMILES: [N+](C1C=CC(C(O)=O)=CC=1)([O-])=O.[Cl-].[H-].[Na+].Cl.C([O-])(O)=O.[Na+].S(OC)(OC)(=O)=O.CO[C:31]([C:37]1[CH:42]=[CH:41][C:40]([N+:43]([O-:45])=[O:44])=[CH:39][CH:38]=1)=[C:32]([C:35]#[N:36])[C:33]#[N:34].[CH3:46][NH:47][NH2:48]>ClCCl.C1COCC1.[Cl-].[Na+].O.CN(C=O)C>[NH2:34][C:33]1[N:47]([CH3:46])[N:48]=[C:31]([C:37]2[CH:42]=[CH:41][C:40]([N+:43]([O-:45])=[O:44])=[CH:39][CH:38]=2)[C:32]=1[C:35]#[N:36] |f:2.3,5.6,12.13.14|. Procedure: 4-nitrobenzoic acid (5 g, 29.9 mmol; Sigma-Aldrich) was combined with oxaylyl chloride (13.1 mL, 149.5) and DMF (0.1 mL) in 50 mL of dichloromethane and stirred for 2 hours at room temperature to yield a clear yellow solution. The reaction mixture was concentrated in vacuo and washed twice with dichloromethane to yield a bright yellow solid. The solid was dissolved in dry THF and added dropwise to a round bottom flask containing a cooled solution of melanonitrile (2.96 g, 44.9 mmol) and NaH (8.4... Starting materials: Cl.Cl.C(C)OC(CNCCN)=O (N-(2-aminoethyl)-glycine ethyl ester 2HCl), CC=1N=C(SC1)S(=O)(=O)Cl (4-methyl-thiazole-2-sulfonyl chloride). Product: C(C)OC(CNCCNS(=O)(=O)C=1SC=C(N1)C)=O (N-[2-(4-Methyl-thiazole-2-sulfonylamino)-ethyl]-glycine ethyl ester). As a reaction SMILES: Cl.Cl.[CH2:3]([O:5][C:6](=[O:12])[CH2:7][NH:8][CH2:9][CH2:10][NH2:11])[CH3:4].[CH3:13][C:14]1[N:15]=[C:16]([S:19](Cl)(=[O:21])=[O:20])[S:17][CH:18]=1>>[CH2:3]([O:5][C:6](=[O:12])[CH2:7][NH:8][CH2:9][CH2:10][NH:11][S:19]([C:16]1[S:17][CH:18]=[C:14]([CH3:13])[N:15]=1)(=[O:21])=[O:20])[CH3:4] |f:0.1.2|. Reported procedure: The title compound was synthesized by the reaction of N-(2-aminoethyl)-glycine ethyl ester 2HCl with 4-methyl-thiazole-2-sulfonyl chloride as per the procedure of example 1. 1H NMR (500 MHz; DMSO-d6) δ 7.68 (s, 1H), 4.07 (q, 2H), 3.26 (s, 2H), 3.02 (t, 2H), 2.58 (t, 2H), 2.43 (s, 3H), 1.18 (t, 3H). The reactants are O (water), C([O-])([O-])=O.[K+].[K+] (potassium carbonate), CN1C(NC(C=2N(C=NC12)C(C1=CC=CC=C1)(C1=CC=CC=C1)C1=CC=CC=C1)=O)=O (3-methyl-7-tritylxanthine), C(C1=CC=CC=C1)OCCl (benzyloxymethyl chloride). Run in CN(C=O)C (dimethylformamide). Reaction conditions: time 1 hour. The product is C(C1=CC=CC=C1)OCN1C(=O)N(C=2N=CN(C2C1=O)C(C1=CC=CC=C1)(C1=CC=CC=C1)C1=CC=CC=C1)C (1-Benzyloxymethyl-3-methyl-7-tritylxanthine). As a reaction SMILES: C(=O)([O-])[O-].[K+].[K+].[CH3:7][N:8]1[C:16]2[N:15]=[CH:14][N:13]([C:17]([C:30]3[CH:35]=[CH:34][CH:33]=[CH:32][CH:31]=3)([C:24]3[CH:29]=[CH:28][CH:27]=[CH:26][CH:25]=3)[C:18]3[CH:23]=[CH:22][CH:21]=[CH:20][CH:19]=3)[C:12]=2[C:11](=[O:36])[NH:10][C:9]1=[O:37].[CH2:38]([O:45][CH2:46]Cl)[C:39]1[CH:44]=[CH:43][CH:42]=[CH:41][CH:40]=1.O>CN(C)C=O>[CH2:38]([O:45][CH2:46][N:10]1[C:11](=[O:36])[C:12]2[N:13]([C:17]([C:24]3[CH:29]=[CH:28][CH:27]=[CH:26][CH:25]=3)([C:30]3[CH:31]=[CH:32][CH:33]=[CH:34][CH:35]=3)[C:18]3[CH:19]=[CH:20][CH:21]=[CH:22][CH:23]=3)[CH:14]=[N:15][C:16]=2[N:8]([CH3:7])[C:9]1=[O:37])[C:39]1[CH:44]=[CH:43][CH:42]=[CH:41][CH:40]=1 |f:0.1.2|. Reported procedure: 1.3 g (9.44 mmol) of potassium carbonate were added at 60° C. to a solution of 2.4 g (5.9 mmol) of 3-methyl-7-tritylxanthine from stage a) in 50 ml of dimethylformamide and the mixture was stirred at this temperature for one hour. 1.06 ml (7.67 mmol) of benzyloxymethyl chloride were then added dropwise and the mixture was stirred at 80° C. for 7 hours. 50 ml of water were then added and the mixture was extracted three times using 60 ml of methyl tert-butyl ether each time. The combined organic p...